From a dataset of the Open Reaction Database (ORD), a public repository of structured organic reaction records. describe an organic reaction: reactants, conditions, products, and yield The reactants are CO, [H][H], CCCCC(O)C(C(=O)OCc1ccccc1)c1ccc2c(c1)OCCO2. Yields the product CCCCC(O)C(C(=O)O)c1ccc2c(c1)OCCO2. RXN SMILES: [CH3:30][OH:31].[H:28][H:29].[O:1]1[CH2:2][CH2:3][O:4][c:5]2[c:6]1[cH:7][cH:8][c:9]([CH:11]([C:12](=[O:13])[O:14][CH2:15][c:16]1[cH:17][cH:18][cH:19][cH:20][cH:21]1)[CH:22]([CH2:23][CH2:24][CH2:25][CH3:26])[OH:27])[cH:10]2>>[O:1]1[CH2:2][CH2:3][O:4][c:5]2[c:6]1[cH:7][cH:8][c:9]([CH:11]([C:12](=[O:13])[OH:14])[CH:22]([CH2:23][CH2:24][CH2:25][CH3:26])[OH:27])[cH:10]2. The reactants are ClC1=C(C=C(C(=C1)Cl)[N+](=O)[O-])[N+](=O)[O-] (1,5-dichloro-2,4-dinitro-benzene). Solvent: CC#N (CH3CN). Yields the product ClC1=C(C=C(C(=C1)Cl)N)N (4,6-Dichloro-benzene-1,3-diamine). RXN SMILES: [Cl:1][C:2]1[CH:7]=[C:6]([Cl:8])[C:5]([N+:9]([O-])=O)=[CH:4][C:3]=1[N+:12]([O-])=O>CC#N>[Cl:1][C:2]1[CH:7]=[C:6]([Cl:8])[C:5]([NH2:9])=[CH:4][C:3]=1[NH2:12]. Procedure: 4,6-Dichloro-benzene-1,3-diamine (D-2) was synthesized following the general scheme above starting from 1,5-dichloro-2,4-dinitro-benzene. Yield (95%). HPLC ret. time 1.88 min, 10-99% CH3CN, 5 min run; ESI-MS 177.1 m/z (MH+). The reactants are COC1=CC=CC=2C(=COC21)CCI (2-(7-methoxy-1-benzofuran-3-yl)ethyl iodide), ClC=1C=C2C=CC=NC2=C(C1)N1CCNCC1 (6-chloro-8-piperazino quinoline). The product is COC1=CC=CC=2C(=COC21)CCN2CCN(CC2)C=2C=C(C=C1C=CC=NC21)Cl (8-{4-[2-(7-methoxy-1-benzofuran-3-yl)ethyl]-1-piperazinyl}-6-chloro-quinoline), Cl (HCl). RXN SMILES: [CH3:1][O:2][C:3]1[C:11]2[O:10][CH:9]=[C:8]([CH2:12][CH2:13]I)[C:7]=2[CH:6]=[CH:5][CH:4]=1.[Cl:15][C:16]1[CH:17]=[C:18]2[C:23](=[C:24]([N:26]3[CH2:31][CH2:30][NH:29][CH2:28][CH2:27]3)[CH:25]=1)[N:22]=[CH:21][CH:20]=[CH:19]2>>[CH3:1][O:2][C:3]1[C:11]2[O:10][CH:9]=[C:8]([CH2:12][CH2:13][N:29]3[CH2:30][CH2:31][N:26]([C:24]4[CH:25]=[C:16]([Cl:15])[CH:17]=[C:18]5[C:23]=4[N:22]=[CH:21][CH:20]=[CH:19]5)[CH2:27][CH2:28]3)[C:7]=2[CH:6]=[CH:5][CH:4]=1.[ClH:15]. Procedure: 8-{4-[2-(7-methoxy-1-benzofuran-3-yl)ethyl]-1-piperazinyl}-6-chloro-quinoline was prepared by generally following the procedure outlined in example 18, step 3, starting from 2-(7-methoxy-1-benzofuran-3-yl)ethyl iodide (301 mg, 1 mmol) and 6-chloro-8-piperazino quinoline (247 mg, 1 mmol). The product was purified by silica-gel column chromatography by eluting it initially with 80% ethyl acetate:hexane and then with 5% methanol:ethyl acetate. A HCl salt was prepared, yielding a green spongy solid.... The reactants are C1(CCCCC1)CNC(=O)C=1C(=NC(=NC1)Cl)C(F)(F)F (2-chloro-4-trifluoromethyl-pyrimidine-5-carboxylic acid cyclohexylmethyl-amide), FC1=C(N)C=CC=C1F (2,3-difluoroaniline). Run in O1CCOCC1 (1,4-dioxan). Product: C1(CCCCC1)CNC(=O)C=1C(=NC(=NC1)NC1=C(C(=CC=C1)F)F)C(F)(F)F (2-(2,3-Difluorophenylamino)-4-trifluoromethyl-pyrimidine-5-carboxylic acid cyclohexylmethyl-amide). Isolated yield 24.8%. Reaction SMILES: [CH:1]1([CH2:7][NH:8][C:9]([C:11]2[C:12]([C:18]([F:21])([F:20])[F:19])=[N:13][C:14](Cl)=[N:15][CH:16]=2)=[O:10])[CH2:6][CH2:5][CH2:4][CH2:3][CH2:2]1.[F:22][C:23]1[C:29]([F:30])=[CH:28][CH:27]=[CH:26][C:24]=1[NH2:25]>O1CCOCC1>[CH:1]1([CH2:7][NH:8][C:9]([C:11]2[C:12]([C:18]([F:21])([F:20])[F:19])=[N:13][C:14]([NH:25][C:24]3[CH:26]=[CH:27][CH:28]=[C:29]([F:30])[C:23]=3[F:22])=[N:15][CH:16]=2)=[O:10])[CH2:6][CH2:5][CH2:4][CH2:3][CH2:2]1. Reported procedure: To a solution of 2-chloro-4-trifluoromethyl-pyrimidine-5-carboxylic acid cyclohexylmethyl-amide (Example 166a) (50 mg) in 1,4-dioxan (1 ml) was added 2,3-difluoroaniline (Aldrich) (113 mg) and the mixture was stirred at reflux for 47 hours using a Radleys Greenhouse Parallel Synthesiser. The dioxan was removed using a nitrogen blow down unit. The residue was taken up into methanol (0.5 ml) and dimethylsulfoxide (0.5 ml) and purified using a mass directed auto-preparative system to give the title... Starting materials: O (water), [Br-].O1C(OCC1)C[P+](C1=CC=CC=C1)(C1=CC=CC=C1)C1=CC=CC=C1 ((1,3-dioxolan-2-yl)methyltriphenyl phosphonium bromide), CC(C)([O-])C.[K+] (Potassium t-butoxide), FC1=C(C=O)C=CC=C1F (2,3-difluorobenzaldehyde). Run in C1CCOC1 (THF), C1CCOC1 (THF). Run at temperature -10 celsius, time 60 minute. Product: FC1=C(CCC2OCCO2)C=CC=C1F (2-(2,3-difluorophenethyl)-1,3-dioxolane). The yield is 83.8%. As a reaction SMILES: [Br-].[O:2]1[CH2:6][CH2:5][O:4][CH:3]1[CH2:7][P+](C1C=CC=CC=1)(C1C=CC=CC=1)C1C=CC=CC=1.CC(C)([O-])C.[K+].[F:33][C:34]1[C:41]([F:42])=[CH:40][CH:39]=[CH:38][C:35]=1[CH:36]=O.O>C1COCC1>[F:33][C:34]1[C:41]([F:42])=[CH:40][CH:39]=[CH:38][C:35]=1[CH2:36][CH2:7][CH:3]1[O:4][CH2:5][CH2:6][O:2]1 |f:0.1,2.3|. Reported procedure: Well-dried (1,3-dioxolan-2-yl)methyltriphenyl phosphonium bromide (s27) (108.8 g) was mixed with THF (500 ml) under an atmosphere of nitrogen, and cooled to −10° C. Potassium t-butoxide (t-BuOK; 28.4 g) was added in two portions in the temperature range of −10° C. to −5° C. After 60 minutes of stirring at −10° C., 2,3-difluorobenzaldehyde (s26) (30.0 g) dissolved in THF (30 ml) was added dropwise in the temperature range of −10 to −5° C. After 30 minutes of stirring at 0° C., the reaction mixtur...